This data is from the Open Reaction Database (ORD), a public repository of structured organic reaction records. The task is: describe an organic reaction: reactants, conditions, products, and yield Product: CC(=O)OC1COC(n2c(Br)nc3ccc(Cl)cc32)C(OC(C)=O)C1OC(C)=O. Starting materials: O=C1CCC(=O)N1Br, CC(=O)OC1COC(n2cnc3ccc(Cl)cc32)C(OC(C)=O)C1OC(C)=O, C1CCOC1. RXN SMILES: [Br:29][N:30]1[C:31](=[O:32])[CH2:33][CH2:34][C:35]1=[O:36].[Cl:1][c:2]1[cH:3][cH:4][c:5]2[c:6]([n:7]([CH:10]3[CH:11]([O:12][C:13]([CH3:14])=[O:15])[CH:16]([O:17][C:18]([CH3:19])=[O:20])[CH:21]([O:22][C:23]([CH3:24])=[O:25])[CH2:26][O:27]3)[cH:8][n:9]2)[cH:28]1.[O:37]1[CH2:38][CH2:39][CH2:40][CH2:41]1>>[Cl:1][c:2]1[cH:3][cH:4][c:5]2[c:6]([n:7]([CH:10]3[CH:11]([O:12][C:13]([CH3:14])=[O:15])[CH:16]([O:17][C:18]([CH3:19])=[O:20])[CH:21]([O:22][C:23]([CH3:24])=[O:25])[CH2:26][O:27]3)[c:8]([Br:29])[n:9]2)[cH:28]1.